Dataset: the Open Reaction Database (ORD), a public repository of structured organic reaction records. Task: describe an organic reaction: reactants, conditions, products, and yield Reactants: C1(CCCCC1)NC=1SC=C(N1)C(=O)OCC (ethyl 2-cyclohexylaminothiazole-4-carboxylate), [H-].[Al+3].[Li+].[H-].[H-].[H-] (lithium aluminum hydride). Run in O1CCCC1 (tetrahydrofuran). The product is C1(CCCCC1)NC=1SC=C(N1)CO (2-Cyclohexylaminothiazol-4-ylmethanol). As a reaction SMILES: [CH:1]1([NH:7][C:8]2[S:9][CH:10]=[C:11]([C:13](OCC)=[O:14])[N:12]=2)[CH2:6][CH2:5][CH2:4][CH2:3][CH2:2]1.[H-].[Al+3].[Li+].[H-].[H-].[H-]>O1CCCC1>[CH:1]1([NH:7][C:8]2[S:9][CH:10]=[C:11]([CH2:13][OH:14])[N:12]=2)[CH2:2][CH2:3][CH2:4][CH2:5][CH2:6]1 |f:1.2.3.4.5.6|. Reported procedure: The reaction described in Preparation 15 was repeated, but using 19 g of ethyl 2-cyclohexylaminothiazole-4-carboxylate, 4.2 g of lithium aluminum hydride and 250 ml of tetrahydrofuran, giving the title compound as pale yellow needles. Starting materials: O=C([O-])O, O=C1CCc2oc3ccccc3c21, Cl, NO, [Na+], c1ccncc1. Yields the product ON=C1CCc2oc3ccccc3c21. RXN SMILES: [C:17](=[O:18])([OH:19])[O-:20].[C:1]1(=[O:13])[CH2:2][CH2:3][c:4]2[o:5][c:6]3[c:7]([c:8]21)[cH:9][cH:10][cH:11][cH:12]3.[ClH:14].[NH2:15][OH:16].[Na+:21].[cH:22]1[cH:23][cH:24][n:25][cH:26][cH:27]1>>[C:1]1(=[N:15][OH:16])[CH2:2][CH2:3][c:4]2[o:5][c:6]3[c:7]([c:8]21)[cH:9][cH:10][cH:11][cH:12]3. Starting materials: COC(=O)C=1N(S(C2=C(C1O)C=CC1=CC=CC=C12)(=O)=O)C (4-hydroxy-2-methyl-2H-naphtho[2,1-e]-1,2-thiazine-3-carboxylic acid methyl ester-1,1-dioxide), NC=1SC2=C(N1)CCCC2 (2-amino4,5,6,7-tetrahydro-benzothiazole). Run in C(CCl)Cl (ethylene chloride). Product: OC1=C(N(S(C2=C1C=CC1=CC=CC=C12)(=O)=O)C)C(=O)NC=1SC2=C(N1)CCCC2 (4-Hydroxy-2-methyl-N-(4,5,6,7-tetrahydro-2-benzothiazolyl)-2H-naphtho[2,1-e]-1,2-thiazine-3-carboxamide-1,1-dioxide). Yield: 38.0%. RXN SMILES: C[O:2][C:3]([C:5]1[N:6]([CH3:22])[S:7](=[O:21])(=[O:20])[C:8]2[C:19]3[C:14](=[CH:15][CH:16]=[CH:17][CH:18]=3)[CH:13]=[CH:12][C:9]=2[C:10]=1[OH:11])=O.[NH2:23][C:24]1[S:25][C:26]2[CH2:32][CH2:31][CH2:30][CH2:29][C:27]=2[N:28]=1>C(Cl)CCl>[OH:11][C:10]1[C:9]2[CH:12]=[CH:13][C:14]3[C:19]([C:8]=2[S:7](=[O:21])(=[O:20])[N:6]([CH3:22])[C:5]=1[C:3]([NH:23][C:24]1[S:25][C:26]2[CH2:32][CH2:31][CH2:30][CH2:29][C:27]=2[N:28]=1)=[O:2])=[CH:18][CH:17]=[CH:16][CH:15]=3. Procedure: 4-Hydroxy-2-methyl-N-(4,5,6,7-tetrahydro-2-benzothiazolyl)-2H-naphtho[2,1-e]-1,2-thiazine-3-carboxamide-1,1-dioxide was prepared analogous to Example 22 from 4-hydroxy-2-methyl-2H-naphtho[2,1-e]-1,2-thiazine-3-carboxylic acid methyl ester-1,1-dioxide and 2-amino4,5,6,7-tetrahydro-benzothiazole.Yield: 38% of theory; m.p. 255°-257° C, (decomp.; from ethylene chloride). Reactants: S1C2=C(C=C1)C(=CC=C2)C=2N1C(SC2SC)=NCC1 (3-(benzo[b]thiophen-4-yl)-2-(methylthio)-5,6-dihydroimidazo[2,1-b]thiazole), C(\C=C\C(=O)O)(=O)O (fumaric acid). Solvent: CO (methanol). Reaction conditions: time 25 minute. Product: C(\C=C\C(=O)O)(=O)O.S1C2=C(C=C1)C(=CC=C2)C=2N1C(SC2SC)=NCC1 (3-(benzo[b]thiophen-4-yl)-2-(methylthio)-5,6-dihydroimidazo[2,1-b]thiazole fumarate). Yield: 84.2%. Reaction SMILES: [S:1]1[CH:5]=[CH:4][C:3]2[C:6]([C:10]3[N:11]4[CH2:19][CH2:18][N:17]=[C:12]4[S:13][C:14]=3[S:15][CH3:16])=[CH:7][CH:8]=[CH:9][C:2]1=2.[C:20]([OH:27])(=[O:26])/[CH:21]=[CH:22]/[C:23]([OH:25])=[O:24]>CO>[C:20]([OH:27])(=[O:26])/[CH:21]=[CH:22]/[C:23]([OH:25])=[O:24].[S:1]1[CH:5]=[CH:4][C:3]2[C:6]([C:10]3[N:11]4[CH2:19][CH2:18][N:17]=[C:12]4[S:13][C:14]=3[S:15][CH3:16])=[CH:7][CH:8]=[CH:9][C:2]1=2 |f:3.4|. Procedure details: A mixture of 3-(benzo[b]thiophen-4-yl)-2-(methylthio)-5,6-dihydroimidazo[2,1-b]thiazole (5.5 g), fumaric acid (2.1 g) and methanol (32 ml) was heated under reflux for 5 minutes then stirred at ambient temperature for 25 minutes. The resulting solid was collected by filtration, washed with ice-cold methanol (10 ml) and dried in vacuo at 95° C. for 2.5 hours to give 3-(benzo[b]thiophen-4-yl)-2-(methylthio)-5,6-dihydroimidazo[2,1-b]thiazole fumarate (6.4 g) as a colourless solid, m.p. 185-187° C. Starting materials: C(CC)[C@H]1CCC2=C(C=CS2)[C@H]1N (cis-5-propyl-4,5,6,7-tetrahydro-1-benzothiophen-4-amine), ( 4E ), C(C)C/1CCC2=C(C=CO2)\C1=N/O ((4Z)-5-ethyl-6,7-dihydro-1-benzofuran-4(5H)-one oxime). The product is C(C)[C@@H]1CCC2=C(C=CO2)[C@H]1N (trans 5-ethyl-4,5,6,7-tetrahydro-1-benzofuran-4-amine). Reaction SMILES: C([C@@H]1[C@H](N)C2C=CSC=2CC1)CC.[CH2:14]([CH:16]1[CH2:17][CH2:18][C:19]2[O:23][CH:22]=[CH:21][C:20]=2/[C:24]/1=[N:25]\O)[CH3:15]>>[CH2:14]([C@H:16]1[C@H:24]([NH2:25])[C:20]2[CH:21]=[CH:22][O:23][C:19]=2[CH2:18][CH2:17]1)[CH3:15]. Procedure details: Following the procedure for the preparation of cis-5-propyl-4,5,6,7-tetrahydro-1-benzothiophen-4-amine but substituting (4E) and (4Z)-5-ethyl-6,7-dihydro-1-benzofuran-4(5H)-one oxime and making non-critical variations provided the title compound as a oil: 1H NMR (CDCl3) δ 1.02, 1.30-1.73, 2.50-2.67, 4.46, 6.10, 7.24; HRMS (FAB) calcd for C10H15NO+H 166.1232, found 166.1231. Anal. Calcd for C10H15NO: C, 72.69; H, 9.15; N, 8.48. Found: C, 72.33; H, 9.14; N, 8.08 Reactants: BrC=1C=C(C=CC1)O (3-bromophenol), C(=O)([O-])[O-].[Cs+].[Cs+] (Cs2CO3), C(C1=CC=CC=C1)Br (benzyl bromide). Run in CN(C)C=O (DMF). Run at time 1 hour. Yields the product BrC=1C=C(C=CC1)OCC1=CC=CC=C1 (Benzyl 3-bromophenyl Ether). As a reaction SMILES: [Br:1][C:2]1[CH:3]=[C:4]([OH:8])[CH:5]=[CH:6][CH:7]=1.C([O-])([O-])=O.[Cs+].[Cs+].[CH2:15](Br)[C:16]1[CH:21]=[CH:20][CH:19]=[CH:18][CH:17]=1>CN(C=O)C>[Br:1][C:2]1[CH:3]=[C:4]([O:8][CH2:15][C:16]2[CH:21]=[CH:20][CH:19]=[CH:18][CH:17]=2)[CH:5]=[CH:6][CH:7]=1 |f:1.2.3|. Procedure: To a stirred solution of 3-bromophenol (9.50 g, 54.9 mmol) in degassed DMF (150 mL) at 0° C., under argon, was added Cs2CO3 (35.8 g, 109 mmol). The resulting mixture was stirred for 1 hour, then benzyl bromide (10.3 g, 60.2 mmol) was added and stirring was continued for 2 hours at 0° C. The solvent was removed under reduced pressure, and the residue was partitioned between 20% aqueous NaOH (250 mL) and CHCl3 (500 mL). The organic layer was dried over MgSO4, filtered, and concentrated in vacuo. T... Reactants: C([O-])([O-])=O.[K+].[K+] (Potassium carbonate), C(C1=CC=CC=C1)OC(=O)C1(CC1)C(NC1=C(C=C(C=C1)OC1=CC(=NC=C1)NC(=O)OC1=CC=CC=C1)F)=O (1-[2-fluoro-4-(2-phenoxycarbonylaminopyridin-4-yloxy)phenylcarbamoyl]cyclopropanecarboxylic acid benzyl ester), CN1CCN(CC1)C1CCNCC1 (1-Methyl-4-(piperidin-4-yl)piperazine). The solvent is CN(C=O)C (N,N-dimethylformamide). Yields the product C(C1=CC=CC=C1)OC(=O)C1(CC1)C(NC1=C(C=C(C=C1)OC1CC(NCC1)NC(=O)N1CCC(CC1)N1CCN(CC1)C)F)=O (1-[2-Fluoro-4-(2-{[4-(4-methylpiperazin-1-yl)piperidine-1-carbonyl]amino}piperidin-4-yloxy)phenylcarbamoyl]cyclopropanecarboxylic acid benzyl ester). Isolated yield 49.8%. Reaction SMILES: C(=O)([O-])[O-].[K+].[K+].[CH2:7]([O:14][C:15]([C:17]1([C:20](=[O:46])[NH:21][C:22]2[CH:27]=[CH:26][C:25]([O:28][C:29]3[CH:34]=[CH:33][N:32]=[C:31]([NH:35][C:36](OC4C=CC=CC=4)=[O:37])[CH:30]=3)=[CH:24][C:23]=2[F:45])[CH2:19][CH2:18]1)=[O:16])[C:8]1[CH:13]=[CH:12][CH:11]=[CH:10][CH:9]=1.[CH3:47][N:48]1[CH2:53][CH2:52][N:51]([CH:54]2[CH2:59][CH2:58][NH:57][CH2:56][CH2:55]2)[CH2:50][CH2:49]1>CN(C)C=O>[CH2:7]([O:14][C:15]([C:17]1([C:20](=[O:46])[NH:21][C:22]2[CH:27]=[CH:26][C:25]([O:28][CH:29]3[CH2:34][CH2:33][NH:32][CH:31]([NH:35][C:36]([N:57]4[CH2:58][CH2:59][CH:54]([N:51]5[CH2:52][CH2:53][N:48]([CH3:47])[CH2:49][CH2:50]5)[CH2:55][CH2:56]4)=[O:37])[CH2:30]3)=[CH:24][C:23]=2[F:45])[CH2:18][CH2:19]1)=[O:16])[C:8]1[CH:9]=[CH:10][CH:11]=[CH:12][CH:13]=1 |f:0.1.2|. Procedure details: Potassium carbonate (772 mg) was added to a mixture of 1-[2-fluoro-4-(2-phenoxycarbonylaminopyridin-4-yloxy)phenylcarbamoyl]cyclopropanecarboxylic acid benzyl ester (2.75 g) and N,N-dimethylformamide (13.8 ml) was added, followed by stirring. 1-Methyl-4-(piperidin-4-yl)piperazine (1.02 g) was added, followed by stirring for 6 hours. The reaction mixture was partitioned after the addition of ethyl acetate (41 ml) and water (27.5 ml). The resultant organic layer was washed with water (13.8 ml, thr... Reactants: C(C)OC(N(C)C)OCC (N,N-dimethylformamide diethylacetal), C(C)(=O)OCC1=C(N2C(C(C2SC1)NC(=S)N)=O)C(=O)OC(C1=CC=CC=C1)C1=CC=CC=C1 ((acetyloxy)methyl-7-[(aminothioxomethyl)amino]-8-oxo-5-thia-1-azabicyclo[4.2.0]oct-2-ene-2-carboxylic acid, diphenylmethyl ester). The solvent is ClCCl (dichloromethane), ClCCl (dichloromethane). Conditions: time 20 minute. Product: C(C)(=O)OCC1=C(N2C([C@H]([C@H]2SC1)NC(=S)N=CN(C)C)=O)C(=O)OC(C1=CC=CC=C1)C1=CC=CC=C1 ((6R-trans)-3-[(Acetyloxy)methyl]-7-[[[[(dimethylamino)methylene]amino]thioxomethyl]amino]-8-oxo-5-thia-1-azabicyclo[4.2.0]oct-2-ene-2-carboxylic acid, diphenylmethyl ester). RXN SMILES: C(O[CH:4](OCC)[N:5]([CH3:7])[CH3:6])C.[C:11]([O:14][CH2:15][C:16]1[CH2:23][S:22][CH:21]2[N:18]([C:19](=[O:28])[CH:20]2[NH:24][C:25]([NH2:27])=[S:26])[C:17]=1[C:29]([O:31][CH:32]([C:39]1[CH:44]=[CH:43][CH:42]=[CH:41][CH:40]=1)[C:33]1[CH:38]=[CH:37][CH:36]=[CH:35][CH:34]=1)=[O:30])(=[O:13])[CH3:12]>ClCCl>[C:11]([O:14][CH2:15][C:16]1[CH2:23][S:22][C@H:21]2[N:18]([C:19](=[O:28])[C@H:20]2[NH:24][C:25]([N:27]=[CH:4][N:5]([CH3:7])[CH3:6])=[S:26])[C:17]=1[C:29]([O:31][CH:32]([C:39]1[CH:44]=[CH:43][CH:42]=[CH:41][CH:40]=1)[C:33]1[CH:34]=[CH:35][CH:36]=[CH:37][CH:38]=1)=[O:30])(=[O:13])[CH3:12]. Procedure details: A 650 mg portion of N,N-dimethylformamide diethylacetal in 10 ml of dichloromethane was added dropwise to a solution of 2 g of (6R-trans)-3-[(acetyloxy)methyl-7-[(aminothioxomethyl)amino]-8-oxo-5-thia-1-azabicyclo[4.2.0]oct-2-ene-2-carboxylic acid, diphenylmethyl ester in 35 ml of dichloromethane. The mixture was stirred for 20 minutes, then filtered, evaporated and the residue purified by flash chromatography using the system ethyl acetate:petroleum ether (1:1) and giving 1.08 g of the desired ... Reactants: FC1=CC=C2/C(/C(NC2=C1)=O)=C/C1=CC(=CC=C1)Cl (Z-6-fluoro-3-(3-chloro-benzylidene)-1,3-dihydro-indol-2-one), FC=1C=CC(=C(C1)C=NC(=C)O[Si](C)(C)C)C (1-(5-fluoro-2-methylphenyl)-3-trimethylsilyoxy-2-aza-1,3-butadiene). Solvent: C1(=CC=CC=C1)C (toluene). The product is ClC=1C=C(C=CC1)C1C2(C(NC(C1)=O)C1=C(C=CC(=C1)F)C)C(NC1=CC(=CC=C12)F)=O (racemic (2′R,3R,4′S)-4′-(3-chlorophenyl)-6-fluoro-2′-(5-fluoro-2-methylphenyl)spiro[3H-indole-3,3′-piperidine]-2,6′(1H)-dione). Reaction SMILES: [F:1][C:2]1[CH:10]=[C:9]2[C:5](/[C:6](=[CH:12]/[C:13]3[CH:18]=[CH:17][CH:16]=[C:15]([Cl:19])[CH:14]=3)/[C:7](=[O:11])[NH:8]2)=[CH:4][CH:3]=1.[F:20][C:21]1[CH:22]=[CH:23][C:24]([CH3:36])=[C:25]([CH:27]=[N:28][C:29]([O:31][Si](C)(C)C)=[CH2:30])[CH:26]=1>C1(C)C=CC=CC=1>[Cl:19][C:15]1[CH:14]=[C:13]([CH:12]2[CH2:30][C:29](=[O:31])[NH:28][CH:27]([C:25]3[CH:26]=[C:21]([F:20])[CH:22]=[CH:23][C:24]=3[CH3:36])[C:6]32[C:5]2[C:9](=[CH:10][C:2]([F:1])=[CH:3][CH:4]=2)[NH:8][C:7]3=[O:11])[CH:18]=[CH:17][CH:16]=1. Reported procedure: In a manner similar to the method described in example 1c, E/Z-6-fluoro-3-(3-chloro-benzylidene)-2-oxo-2,3-dihydro-indole (0.4 g, 1.10 mmol) prepared in example 167b was reacted with 1-(5-fluoro-2-methylphenyl)-3-trimethylsilyoxy-2-aza-1,3-butadiene prepared in example 36a, in toluene to give racemic (2′R,3R,4′S)-4′-(3-chlorophenyl)-6-fluoro-2′-(5-fluoro-2-methylphenyl)spiro[3H-indole-3,3′-piperidine]-2,6′(1H)-dione as a white solid (Yield 0.1 g). The racemic (2′R,3R,4′S)-4′-(3-chlorophenyl)-6-f...